Task: describe an organic reaction: reactants, conditions, products, and yield. Dataset: the Open Reaction Database (ORD), a public repository of structured organic reaction records Starting materials: C1CCOC1, COc1ccc(CC(=O)O)cc1, C[Si](C)(C)[N-][Si](C)(C)C, COC(=O)c1ccc(F)cc1Cl, Cl, [Na+]. Product: COc1ccc(CC(=O)c2ccc(F)cc2Cl)cc1. RXN SMILES: [CH2:36]1[O:37][CH2:38][CH2:39][CH2:40]1.[CH3:11][O:12][c:13]1[cH:14][cH:15][c:16]([CH2:17][C:18]([OH:19])=[O:20])[cH:21][cH:22]1.[CH3:2][Si:3]([N-:4][Si:5]([CH3:6])([CH3:7])[CH3:8])([CH3:9])[CH3:10].[Cl:23][c:24]1[c:25]([C:26]([O:27][CH3:28])=[O:29])[cH:30][cH:31][c:32]([F:34])[cH:33]1.[ClH:35].[Na+:1]>>[CH3:11][O:12][c:13]1[cH:14][cH:15][c:16]([CH2:17][C:18](=[O:20])[c:25]2[c:24]([Cl:23])[cH:33][c:32]([F:34])[cH:31][cH:30]2)[cH:21][cH:22]1. Reactants: C1(CCC1)N1C=C(C2=C1N=CN=C2N)I (7-cyclobutyl-5-iodo-7H-pyrrolo[2,3-d]pyrimidin-4-ylamine), C1(=CC=CC=C1)C1=NC2=CC(=CC=C2C=C1)B1CC(C(O1)(C)C)(C)C (2-phenyl-7-(4,4,5,5-tetramethyl-[2,3,2]dioxaborolan-2-yl)-quinoline), C(=O)([O-])[O-].[Na+].[Na+] (Na2CO3), O (water). Reagents/catalysts: C=1C=CC(=CC1)[P](C=2C=CC=CC2)(C=3C=CC=CC3)[Pd]([P](C=4C=CC=CC4)(C=5C=CC=CC5)C=6C=CC=CC6)([P](C=7C=CC=CC7)(C=8C=CC=CC8)C=9C=CC=CC9)[P](C=1C=CC=CC1)(C=1C=CC=CC1)C=1C=CC=CC1 (Pd(PPh3)4). The solvent is CN(C)C=O (DMF). The product is C1(CCC1)N1C=C(C2=C1N=CN=C2N)C2=CC=C1C=CC(=NC1=C2)C2=CC=CC=C2 (7-Cyclobutyl-5-(2-phenylquinolin-7-yl)-7H-pyrrolo[2,3-d]pyrimidin-4-ylamine). Reaction SMILES: [CH:1]1([N:5]2[C:9]3[N:10]=[CH:11][N:12]=[C:13]([NH2:14])[C:8]=3[C:7](I)=[CH:6]2)[CH2:4][CH2:3][CH2:2]1.[C:16]1([C:22]2[CH:31]=[CH:30][C:29]3[C:24](=[CH:25][C:26](B4OC(C)(C)C(C)(C)C4)=[CH:27][CH:28]=3)[N:23]=2)[CH:21]=[CH:20][CH:19]=[CH:18][CH:17]=1.C([O-])([O-])=O.[Na+].[Na+].O>CN(C=O)C.C1C=CC([P]([Pd]([P](C2C=CC=CC=2)(C2C=CC=CC=2)C2C=CC=CC=2)([P](C2C=CC=CC=2)(C2C=CC=CC=2)C2C=CC=CC=2)[P](C2C=CC=CC=2)(C2C=CC=CC=2)C2C=CC=CC=2)(C2C=CC=CC=2)C2C=CC=CC=2)=CC=1>[CH:1]1([N:5]2[C:9]3[N:10]=[CH:11][N:12]=[C:13]([NH2:14])[C:8]=3[C:7]([C:26]3[CH:25]=[C:24]4[C:29]([CH:30]=[CH:31][C:22]([C:16]5[CH:21]=[CH:20][CH:19]=[CH:18][CH:17]=5)=[N:23]4)=[CH:28][CH:27]=3)=[CH:6]2)[CH2:4][CH2:3][CH2:2]1 |f:2.3.4,^1:56,58,77,96|. Reported procedure: Following the general procedure for the Suzuki coupling, 7-cyclobutyl-5-iodo-7H-pyrrolo[2,3-d]pyrimidin-4-ylamine (142.5 mg, 0.4536 mmol) was reacted with 2-phenyl-7-(4,4,5,5-tetramethyl-[2,3,2]dioxaborolan-2-yl)-quinoline (150.2 mg, 0.4533 mmol), Na2CO3 (120 mg, 1.13 mmol) and Pd(PPh3)4 (32 mg, 0.028 mmol) in DMF (10 mL)/water (2 mL). The crude material was purified by column chromatography on silica gel [Jones Flashmaster, 10 g/70 mL cartridge, eluting with CH2Cl2 (1-12)→1% MeOH in CH2Cl2 (13-... The reactants are C(c1ccc2c(c1)c1ccccc1o2)=O, CC1=CN=C(C=C1)N, [C-]#[N+]C1CCCCC1. Reagents/catalysts: O=C(O)C(F)(F)F (trifluoroacetic acid). Solvent: CC(C)O (isopropyl alcohol), CC(C)O (isopropylalcohol). Conditions: temperature 22 celsius, time 20 hour. Yields the product Cc1ccc2nc(c3ccc4c(c3)c3ccccc3o4)c(NC3CCCCC3)n2c1. Yield: 5.4%. Reaction SMILES: CC1=CC=C(N)N=C1.[C-]#[N+]C1CCCCC1.O=CC1=CC=C2OC3=C(C=CC=C3)C2=C1>>CC1=CN2C(C=C1)=NC(=C2NC1CCCCC1)C1=CC=C2OC3=C(C=CC=C3)C2=C1. Starting materials: C(C(=O)O)(=O)O.O.O (dihydrate oxalic acid), C(C1=CC=CC=C1)N1CN(C(C2=CC(=CC=C12)Cl)=O)CCN(CC)CC (1-benzyl-6-chloro-3-[2-(diethylamino)ethyl]-2,3-dihydro-4(1H)-quinazolinone). The solvent is mixture, C(C)OCC.C(C)O (ethyl ether ethyl alcohol). Reported procedure: 763 Milligrammes (6.1 mmoles) of dihydrate oxalic acid dissolved in 20 ml of a mixture of ethyl ether-ethyl alcohol in a ratio of 5:1 are added to 2.00 grammes (6.1 mmoles) of 1-benzyl-6-chloro-3-[2-(diethylamino)ethyl]-2,3-dihydro-4(1H)-quinazolinone and the product, which immediately crystallizes, is recovered through filtration with a yield of 50%. The product obtained has the following chemical-physical characteristics: Isolated yield 50.0%. Yields the product C(C(=O)O)(=O)O.C(C1=CC=CC=C1)N1CN(C(C2=CC(=CC=C12)Cl)=O)CCN(CC)CC (1-benzyl-6-chloro-3-[2-(diethylamino)ethyl]-2,3-dihydro-4(1H)-quinazolinone oxalate). Reaction SMILES: [C:1]([OH:6])(=[O:5])[C:2]([OH:4])=[O:3].O.O.[CH2:9]([N:16]1[C:25]2[C:20](=[CH:21][C:22]([Cl:26])=[CH:23][CH:24]=2)[C:19](=[O:27])[N:18]([CH2:28][CH2:29][N:30]([CH2:33][CH3:34])[CH2:31][CH3:32])[CH2:17]1)[C:10]1[CH:15]=[CH:14][CH:13]=[CH:12][CH:11]=1>C(OCC)C.C(O)C>[C:1]([OH:6])(=[O:5])[C:2]([OH:4])=[O:3].[CH2:9]([N:16]1[C:25]2[C:20](=[CH:21][C:22]([Cl:26])=[CH:23][CH:24]=2)[C:19](=[O:27])[N:18]([CH2:28][CH2:29][N:30]([CH2:33][CH3:34])[CH2:31][CH3:32])[CH2:17]1)[C:10]1[CH:15]=[CH:14][CH:13]=[CH:12][CH:11]=1 |f:0.1.2,4.5,6.7|. Reactants: O=C([O-])[O-], N=COCc1ccccc1, Cl, [K+], [K+], O, CC(=CC1CCCN1)C1=C(C(=O)O)N2C(=O)C(C(C)O)C2C1. The product is CC(=CC1CCCN1C=N)C1=C(C(=O)O)N2C(=O)C(C(C)O)C2C1. As a reaction SMILES: [C:23](=[O:24])([O-:25])[O-:26].[CH:30]([O:31][CH2:32][c:33]1[cH:34][cH:35][cH:36][cH:37][cH:38]1)=[NH:39].[ClH:29].[K+:27].[K+:28].[OH2:40].[OH:1][CH:2]([CH3:3])[CH:4]1[CH:5]2[CH2:6][C:7]([C:15](=[CH:16][CH:17]3[NH:18][CH2:19][CH2:20][CH2:21]3)[CH3:22])=[C:8]([C:12](=[O:13])[OH:14])[N:9]2[C:10]1=[O:11]>>[OH:1][CH:2]([CH3:3])[CH:4]1[CH:5]2[CH2:6][C:7]([C:15](=[CH:16][CH:17]3[N:18]([CH:30]=[NH:39])[CH2:19][CH2:20][CH2:21]3)[CH3:22])=[C:8]([C:12](=[O:13])[OH:14])[N:9]2[C:10]1=[O:11]. Starting materials: O=Cc1ccc(CC(=O)O)cc1, O=Cc1ccc(CC(=O)OCc2ccccc2)cc1, OCc1ccccc1. Yields the product O=C(Cc1ccc(C(=O)O)cc1)OCc1ccccc1. Reaction SMILES: [CH:1](=[O:2])[c:3]1[cH:4][cH:5][c:6]([CH2:7][C:8]([OH:9])=[O:10])[cH:11][cH:12]1.[CH:21](=[O:22])[c:23]1[cH:24][cH:25][c:26]([CH2:29][C:30](=[O:31])[O:32][CH2:33][c:34]2[cH:35][cH:36][cH:37][cH:38][cH:39]2)[cH:27][cH:28]1.[OH:13][CH2:14][c:15]1[cH:16][cH:17][cH:18][cH:19][cH:20]1>>[OH:2][C:21](=[O:22])[c:23]1[cH:24][cH:25][c:26]([CH2:29][C:30](=[O:31])[O:32][CH2:33][c:34]2[cH:35][cH:36][cH:37][cH:38][cH:39]2)[cH:27][cH:28]1.